Task: describe an organic reaction: reactants, conditions, products, and yield. Dataset: the Open Reaction Database (ORD), a public repository of structured organic reaction records The reactants are C(C)OC(CN(C1CCCC1)C(C(CSCC)C)=O)=O (N-(3-ethylthio-2-methyl propanoyl)-N-cyclopentyl glycine ethyl ester), Cl (HCl). Run in [OH-].[Na+] (NaOH). Reaction conditions: time 7 hour. Product: C(C)SCC(C(=O)N(CC(=O)O)C1CCCC1)C (N-(3-Ethylthio-2-methyl-propanoyl)-N-cyclopentyl-glycine). As a reaction SMILES: C([O:3][C:4](=[O:20])[CH2:5][N:6]([C:12](=[O:19])[CH:13]([CH3:18])[CH2:14][S:15][CH2:16][CH3:17])[CH:7]1[CH2:11][CH2:10][CH2:9][CH2:8]1)C.Cl>[OH-].[Na+]>[CH2:16]([S:15][CH2:14][CH:13]([CH3:18])[C:12]([N:6]([CH:7]1[CH2:11][CH2:10][CH2:9][CH2:8]1)[CH2:5][C:4]([OH:20])=[O:3])=[O:19])[CH3:17] |f:2.3|. Procedure: A mixture of 3.8 g (0.012) of N-(3-ethylthio-2-methyl propanoyl)-N-cyclopentyl glycine ethyl ester in 80 ml of 10% NaOH was stirred for 7 hours. It was then cooled, acidified with 10% HCl, extracted with ether, dried over MgSO4, and evaporated to dryness giving oily residue which was purified by HPLC using HOAc-EtOAc-Hexane (5:45:50). Starting materials: O=C1CCN(c2ccc(S(=O)(=O)N3CCCC3C(=O)OCc3ccccc3)cc2)CC1, CS(=O)(=O)Nc1cc(C(O)CN)ccc1O. Product: CS(=O)(=O)Nc1cc(C(O)CNC2CCN(c3ccc(S(=O)(=O)N4CCCC4C(=O)OCc4ccccc4)cc3)CC2)ccc1O. Reaction SMILES: [CH2:17]([c:18]1[cH:19][cH:20][cH:21][cH:22][cH:23]1)[O:24][C:25](=[O:26])[CH:27]1[N:28]([S:32](=[O:33])(=[O:34])[c:35]2[cH:36][cH:37][c:38]([N:41]3[CH2:42][CH2:43][C:44](=[O:47])[CH2:45][CH2:46]3)[cH:39][cH:40]2)[CH2:29][CH2:30][CH2:31]1.[NH2:1][CH2:2][CH:3]([OH:4])[c:5]1[cH:6][cH:7][c:8]([OH:16])[c:9]([NH:11][S:12](=[O:13])(=[O:14])[CH3:15])[cH:10]1>>[NH:1]([CH2:2][CH:3]([OH:4])[c:5]1[cH:6][cH:7][c:8]([OH:16])[c:9]([NH:11][S:12](=[O:13])(=[O:14])[CH3:15])[cH:10]1)[CH:44]1[CH2:43][CH2:42][N:41]([c:38]2[cH:37][cH:36][c:35]([S:32]([N:28]3[CH:27]([C:25]([O:24][CH2:17][c:18]4[cH:19][cH:20][cH:21][cH:22][cH:23]4)=[O:26])[CH2:31][CH2:30][CH2:29]3)(=[O:33])=[O:34])[cH:40][cH:39]2)[CH2:46][CH2:45]1. Starting materials: CC1(C(C2=CC=CC=C2CC1)N1C=NC=C1C=O)C (1-(1,2,3,4-tetrahydro-2,2-dimethyl-1-naphthalenyl)-1H-imidazole-5-carboxaldehyde), C(CS)S (1,2-ethanethiol), Cl[Si](C)(C)C (chlorotrimethylsilane). Solvent: ClCCl (dichloromethane). Run at time 8 hour. Yields the product S1C(SCC1)C1=CN=CN1C1C(CCC2=CC=CC=C12)(C)C (5-(1,3-dithiolan-2-yl)-1-(1,2,3,4-tetrahydro-2,2-dimethyl-1-naphthalenyl)-1H-imidazole). Isolated yield 55.8%. As a reaction SMILES: [CH3:1][C:2]1([CH3:19])[CH2:11][CH2:10][C:9]2[C:4](=[CH:5][CH:6]=[CH:7][CH:8]=2)[CH:3]1[N:12]1[C:16]([CH:17]=O)=[CH:15][N:14]=[CH:13]1.[CH2:20]([SH:23])[CH2:21][SH:22].Cl[Si](C)(C)C>ClCCl>[S:22]1[CH2:21][CH2:20][S:23][CH:17]1[C:16]1[N:12]([CH:3]2[C:4]3[C:9](=[CH:8][CH:7]=[CH:6][CH:5]=3)[CH2:10][CH2:11][C:2]2([CH3:19])[CH3:1])[CH:13]=[N:14][CH:15]=1. Procedure: To a stirred mixture of 5.1 parts of 1-(1,2,3,4-tetrahydro-2,2-dimethyl-1-naphthalenyl)-1H-imidazole-5-carboxaldehyde, 2.7 parts of 1,2-ethanethiol and 130 parts of dichloromethane were added dropwise 9.6 parts of chlorotrimethylsilane. Upon complete addition, stirring was continued overnight at 40° C. After cooling, the reaction mixture was washed with a potassium carbonate solution 10% in water and water, dried, filtered and evaporated. The residue was purified by column chromatography over si... Starting materials: C(C)OC(CC=1C=C(C=CC1)C1=C(C=C(C=C1)C(F)(F)F)CNCC)=O ((2′-ethylaminomethyl-4′-trifluoromethyl-biphenyl-3-yl)-acetic acid ethyl ester), C1(CC1)C(=O)Cl (cyclopropanecarbonyl chloride). Product: C(C)OC(CC=1C=C(C=CC1)C1=C(C=C(C=C1)C(F)(F)F)CN(CC)C(=O)C1CC1)=O ({2′-[(Cyclopropanecarbonyl-ethyl-amino)-methyl]-4′-trifluoromethyl-biphenyl-3-yl}-acetic acid ethyl ester). Reaction SMILES: [CH2:1]([O:3][C:4](=[O:26])[CH2:5][C:6]1[CH:7]=[C:8]([C:12]2[CH:17]=[CH:16][C:15]([C:18]([F:21])([F:20])[F:19])=[CH:14][C:13]=2[CH2:22][NH:23][CH2:24][CH3:25])[CH:9]=[CH:10][CH:11]=1)[CH3:2].[CH:27]1([C:30](Cl)=[O:31])[CH2:29][CH2:28]1>>[CH2:1]([O:3][C:4](=[O:26])[CH2:5][C:6]1[CH:7]=[C:8]([C:12]2[CH:17]=[CH:16][C:15]([C:18]([F:19])([F:20])[F:21])=[CH:14][C:13]=2[CH2:22][N:23]([C:30]([CH:27]2[CH2:29][CH2:28]2)=[O:31])[CH2:24][CH3:25])[CH:9]=[CH:10][CH:11]=1)[CH3:2]. Reported procedure: Prepared according to the procedure described in Example 1, Step 6, using the following starting materials: (2′-ethylaminomethyl-4′-trifluoromethyl-biphenyl-3-yl)-acetic acid ethyl ester and cyclopropanecarbonyl chloride. Starting materials: C1(\C=C/C(=O)O1)=O (maleic anhydride), C12C(C(C(C=C1)C2)C(=O)[O-])C(=O)OCC(CC)(CO)CC (mono-2-ethyl-2-(hydroxymethyl)butyl bicyclo-[2.2.1]hept-5-ene-2,3-dicarboxylate), C12C(CC(C=C1)C2)C(=O)OC(C)(C)C (tert-butyl bicyclo-[2.2.1]hept-5-ene-2-carboxylate), FC(=C(F)F)F (tetrafluoro ethene), CC(C)(C#N)N=NC(C)(C)C#N (AIBN). The product is C1(\C=C/C(=O)O1)=O.C12C(C(C(C=C1)C2)C(=O)[O-])C(=O)OCC(CC)(CO)CC.C12C(CC(C=C1)C2)C(=O)OC(C)(C)C.FC(=C(F)F)F (maleic anhydride mono-2-ethyl-2-(hydroxymethyl)butyl bicyclo-[2.2.1]hept-5-ene-2,3-dicarboxylate tert-butyl bicyclo-[2.2.1]hept-5-ene-2-carboxylate tetrafluoro ethylene). As a reaction SMILES: [C:1]1(=[O:7])[O:6][C:4](=[O:5])[CH:3]=[CH:2]1.[CH:8]12[CH2:14][CH:11]([CH:12]=[CH:13]1)[CH:10]([C:15]([O-:17])=[O:16])[CH:9]2[C:18]([O:20][CH2:21][C:22]([CH2:27][CH3:28])([CH2:25][OH:26])[CH2:23][CH3:24])=[O:19].[CH:29]12[CH2:35][CH:32]([CH:33]=[CH:34]1)[CH2:31][CH:30]2[C:36]([O:38][C:39]([CH3:42])([CH3:41])[CH3:40])=[O:37].[F:43][C:44]([F:48])=[C:45]([F:47])[F:46].CC(N=NC(C#N)(C)C)(C#N)C>O1CCCC1>[C:4]1(=[O:5])[O:6][C:1](=[O:7])[CH:2]=[CH:3]1.[CH:8]12[CH2:14][CH:11]([CH:12]=[CH:13]1)[CH:10]([C:15]([O-:17])=[O:16])[CH:9]2[C:18]([O:20][CH2:21][C:22]([CH2:27][CH3:28])([CH2:25][OH:26])[CH2:23][CH3:24])=[O:19].[CH:29]12[CH2:35][CH:32]([CH:33]=[CH:34]1)[CH2:31][CH:30]2[C:36]([O:38][C:39]([CH3:42])([CH3:41])[CH3:40])=[O:37].[F:43][C:44]([F:48])=[C:45]([F:47])[F:46] |f:6.7.8.9|. Procedure: To a solution of tetrahydrofuran was added 1.0 mole of maleic anhydride, 0.1 mole of mono-2-ethyl-2-(hydroxymethyl)butyl bicyclo-[2.2.1]hept-5-ene-2,3-dicarboxylate, 0.8 mole of tert-butyl bicyclo-[2.2.1]hept-5-ene-2-carboxylate, 0.1 mole of tetrafluoro ethene, and 0.5 to 10 g of AIBN. The resulting mixture was heated to temperature in the range of from about 60 to about 70° C. for 4 to 24 hours under a nitrogen or argon atmosphere. The solvent is O1CCCC1 (tetrahydrofuran). Starting materials: CO, CS(C)=O, ClCCl, NCc1ccc(F)cc1, O, Cc1ccc(S(=O)(=O)OCC2COc3cc(C)c4c(c3O2)CC(=O)N4)cc1. Product: Cc1cc2c(c3c1NC(=O)C3)OC(CNCc1ccc(F)cc1)CO2. RXN SMILES: [CH3:38][OH:39].[CH3:43][S:44]([CH3:45])=[O:46].[Cl:40][CH2:41][Cl:42].[F:28][c:29]1[cH:30][cH:31][c:32]([CH2:33][NH2:34])[cH:35][cH:36]1.[OH2:37].[c:1]1([CH3:2])[cH:3][cH:4][c:5]([S:6]([O:7][CH2:11][CH:12]2[CH2:13][O:14][c:15]3[c:16]([c:17]4[c:21]([c:22]([CH3:24])[cH:23]3)[NH:20][C:19](=[O:25])[CH2:18]4)[O:26]2)(=[O:8])=[O:9])[cH:10][cH:27]1>>[CH2:11]([CH:12]1[CH2:13][O:14][c:15]2[c:16]([c:17]3[c:21]([c:22]([CH3:24])[cH:23]2)[NH:20][C:19](=[O:25])[CH2:18]3)[O:26]1)[NH:34][CH2:33][c:32]1[cH:31][cH:30][c:29]([F:28])[cH:36][cH:35]1. Starting materials: C(C(C)C)(=O)C=1N=C(NC1C#N)CCC (4-isobutyryl-2-propylimidazole-5-carbonitrile), C(C1=CC=CC=C1)(C1=CC=CC=C1)(C1=CC=CC=C1)N1N=NN=C1C1=C(C=CC=C1)C1=CC=C(CBr)C=C1 (4-[2-(trityltetrazol-5-yl)phenyl]benzyl bromide), CC(C)([O-])C.[K+] (potassium t-butoxide). Product: C(C(C)C)(=O)C=1N=C(N(C1C#N)CC1=CC=C(C=C1)C1=C(C=CC=C1)C1=NN=NN1C(C1=CC=CC=C1)(C1=CC=CC=C1)C1=CC=CC=C1)CCC (4-Isobutyryl-2-propyl-1-{4-[2-(trityltetrazol-5-yl)phenyl]phenyl}methylimidazole-5-carbonitrile). Isolated yield 59.0%. RXN SMILES: [C:1]([C:6]1[N:7]=[C:8]([CH2:13][CH2:14][CH3:15])[NH:9][C:10]=1[C:11]#[N:12])(=[O:5])[CH:2]([CH3:4])[CH3:3].[C:16]([N:35]1[C:39]([C:40]2[CH:45]=[CH:44][CH:43]=[CH:42][C:41]=2[C:46]2[CH:53]=[CH:52][C:49]([CH2:50]Br)=[CH:48][CH:47]=2)=[N:38][N:37]=[N:36]1)([C:29]1[CH:34]=[CH:33][CH:32]=[CH:31][CH:30]=1)([C:23]1[CH:28]=[CH:27][CH:26]=[CH:25][CH:24]=1)[C:17]1[CH:22]=[CH:21][CH:20]=[CH:19][CH:18]=1.CC(C)([O-])C.[K+]>>[C:1]([C:6]1[N:7]=[C:8]([CH2:13][CH2:14][CH3:15])[N:9]([CH2:50][C:49]2[CH:48]=[CH:47][C:46]([C:41]3[CH:42]=[CH:43][CH:44]=[CH:45][C:40]=3[C:39]3[N:35]([C:16]([C:29]4[CH:34]=[CH:33][CH:32]=[CH:31][CH:30]=4)([C:23]4[CH:24]=[CH:25][CH:26]=[CH:27][CH:28]=4)[C:17]4[CH:22]=[CH:21][CH:20]=[CH:19][CH:18]=4)[N:36]=[N:37][N:38]=3)=[CH:53][CH:52]=2)[C:10]=1[C:11]#[N:12])(=[O:5])[CH:2]([CH3:4])[CH3:3] |f:2.3|. Procedure details: Following a procedure similar to that described in Example 74(a), but using 0.97 g of 4-isobutyryl-2-propylimidazole-5-carbonitrile (prepared as described in Preparation 39), 2.90 g of 4-[2-(trityltetrazol-5-yl)phenyl]benzyl bromide and 0.56 g of potassium t-butoxide, 1.90 g of the title compound was obtained as crystals, melting at 133°-134° C.